This data is from the Open Reaction Database (ORD), a public repository of structured organic reaction records. The task is: describe an organic reaction: reactants, conditions, products, and yield Reported procedure: To a solution of 300 ml. of anhydrous ethanol and 0.15 moles of sodium thiocyanate is added 0.12 moles of α-chloro-γ-(2'-chloro-4-biphenylyl)butyric acid and stirred for 15 hours. The reaction mixture is filtered and washed with absolute ethanol. The filtrate is evaporated to dryness, the residue is dissolved in 250 ml. of ether and washed several times with water. The ether is then dried and evaporated to dryness to obtain α-thiocyanato-γ-(2'-chloro-4-biphenylyl)butyric acid. Yields the product S(C#N)C(C(=O)O)CCC1=CC=C(C=C1)C1=C(C=CC=C1)Cl (α-thiocyanato-γ-(2'-chloro-4-biphenylyl)butyric acid). Conditions: time 15 hour. Starting materials: [S-]C#N.[Na+] (sodium thiocyanate), ClC(C(=O)O)CCC1=CC=C(C=C1)C1=C(C=CC=C1)Cl (α-chloro-γ-(2'-chloro-4-biphenylyl)butyric acid). The solvent is C(C)O (ethanol). Reaction SMILES: [S-:1][C:2]#[N:3].[Na+].Cl[CH:6]([CH2:10][CH2:11][C:12]1[CH:17]=[CH:16][C:15]([C:18]2[CH:23]=[CH:22][CH:21]=[CH:20][C:19]=2[Cl:24])=[CH:14][CH:13]=1)[C:7]([OH:9])=[O:8]>C(O)C>[S:1]([CH:6]([CH2:10][CH2:11][C:12]1[CH:17]=[CH:16][C:15]([C:18]2[CH:23]=[CH:22][CH:21]=[CH:20][C:19]=2[Cl:24])=[CH:14][CH:13]=1)[C:7]([OH:9])=[O:8])[C:2]#[N:3] |f:0.1|. The reactants are O=C(O)c1cc(O)c2cccc(O)c2n1, O=C(CC(NC(=O)OCC1c2ccccc2-c2ccccc21)C(=O)NCCc1ccc(O)c(O)c1)NC(c1ccccc1)(c1ccccc1)c1ccccc1. The product is O=C(CC(NC(=O)c1cc(O)c2cccc(O)c2n1)C(=O)NCCc1ccc(O)c(O)c1)NC(c1ccccc1)(c1ccccc1)c1ccccc1. Reaction SMILES: [OH:56][c:57]1[cH:58][c:59]([C:68]([OH:69])=[O:70])[n:60][c:61]2[c:62]([OH:67])[cH:63][cH:64][cH:65][c:66]12.[cH:1]1[c:2]2[c:12]([cH:13][cH:14][cH:15]1)-[c:7]1[c:6]([cH:11][cH:10][cH:9][cH:8]1)[CH:3]2[CH2:4][O:5][C:16](=[O:17])[NH:18][CH:19]([CH2:20][C:21]([NH:22][C:23]([c:24]1[cH:25][cH:26][cH:27][cH:28][cH:29]1)([c:30]1[cH:31][cH:32][cH:33][cH:34][cH:35]1)[c:36]1[cH:37][cH:38][cH:39][cH:40][cH:41]1)=[O:42])[C:43](=[O:44])[NH:45][CH2:46][CH2:47][c:48]1[cH:49][c:50]([OH:51])[c:52]([OH:53])[cH:54][cH:55]1>>[C:16](=[O:17])([NH:18][CH:19]([CH2:20][C:21]([NH:22][C:23]([c:24]1[cH:25][cH:26][cH:27][cH:28][cH:29]1)([c:30]1[cH:31][cH:32][cH:33][cH:34][cH:35]1)[c:36]1[cH:37][cH:38][cH:39][cH:40][cH:41]1)=[O:42])[C:43](=[O:44])[NH:45][CH2:46][CH2:47][c:48]1[cH:49][c:50]([OH:51])[c:52]([OH:53])[cH:54][cH:55]1)[c:59]1[cH:58][c:57]([OH:56])[c:66]2[c:61]([n:60]1)[c:62]([OH:67])[cH:63][cH:64][cH:65]2.